Dataset: the Open Reaction Database (ORD), a public repository of structured organic reaction records. Task: describe an organic reaction: reactants, conditions, products, and yield Starting materials: C(C1=CC=CC=C1)OC1=C(C=C(C=C1)Br)CC(=O)NC1=CC=C(C(=O)OCC)C=C1 (ethyl 4-[2-benzyloxy-5-bromophenylacetamido]-benzoate). The solvent is Cl (HCl), C(C)OCC (diethyl ether), C1CCOC1 (THF), C1CCOC1 (THF). Product: C(C1=CC=CC=C1)OC1=C(CCNC2=CC=C(C(=O)OCC)C=C2)C=C(C=C1)Br (ethyl 4-[N-(2-benzyloxy-5-bromophenethyl)amino]benzoate). The yield is 57.7%. RXN SMILES: [CH2:1]([O:8][C:9]1[CH:14]=[CH:13][C:12]([Br:15])=[CH:11][C:10]=1[CH2:16][C:17]([NH:19][C:20]1[CH:30]=[CH:29][C:23]([C:24]([O:26][CH2:27][CH3:28])=[O:25])=[CH:22][CH:21]=1)=O)[C:2]1[CH:7]=[CH:6][CH:5]=[CH:4][CH:3]=1>C1COCC1.Cl.C(OCC)C>[CH2:1]([O:8][C:9]1[CH:14]=[CH:13][C:12]([Br:15])=[CH:11][C:10]=1[CH2:16][CH2:17][NH:19][C:20]1[CH:21]=[CH:22][C:23]([C:24]([O:26][CH2:27][CH3:28])=[O:25])=[CH:29][CH:30]=1)[C:2]1[CH:3]=[CH:4][CH:5]=[CH:6][CH:7]=1. Procedure details: A mixture of ethyl 4-[2-benzyloxy-5-bromophenylacetamido]-benzoate (2.5 g) and BH3. THF (10 mM) in THF (60 ml) was stirred at 50° C. for 2 hours, cooled (ice bath) and diluted with 2N HCl solution (10 ml) and diethyl ether (50 ml). The organic layer was separated, dried (MgSO4) amd evaporated. The residue was purified by chromatography on silica gel eluting with dichloromethane to give ethyl 4-[N-(2-benzyloxy-5-bromophenethyl)amino]benzoate (1.4 g). The reactants are Cl, [Li+], [OH-], CCOC(=O)COc1ccc(C(=O)N2CC(CNC(C)c3cccc4ccccc34)C(c3ccccc3)C2)cc1. Yields the product Cl, CC(NCC1CN(C(=O)c2ccc(OCC(=O)O)cc2)CC1c1ccccc1)c1cccc2ccccc12. RXN SMILES: [ClH:43].[Li+:41].[OH-:42].[c:1]1([CH:11]([CH3:12])[NH:13][CH2:14][CH:15]2[CH2:16][N:17]([C:26](=[O:27])[c:28]3[cH:29][cH:30][c:31]([O:32][CH2:33][C:34](=[O:35])[O:36][CH2:37][CH3:38])[cH:39][cH:40]3)[CH2:18][CH:19]2[c:20]2[cH:21][cH:22][cH:23][cH:24][cH:25]2)[cH:2][cH:3][cH:4][c:5]2[cH:6][cH:7][cH:8][cH:9][c:10]12>>[ClH:43].[c:1]1([CH:11]([CH3:12])[NH:13][CH2:14][CH:15]2[CH2:16][N:17]([C:26](=[O:27])[c:28]3[cH:29][cH:30][c:31]([O:32][CH2:33][C:34](=[O:35])[OH:36])[cH:39][cH:40]3)[CH2:18][CH:19]2[c:20]2[cH:21][cH:22][cH:23][cH:24][cH:25]2)[cH:2][cH:3][cH:4][c:5]2[cH:6][cH:7][cH:8][cH:9][c:10]12. Reactants: S(=O)(=O)(Cl)Cl (sulphuryl chloride), C(C)(=O)C1=C(N(C=O)C)C=CC=C1 (2'-acetyl-N-methylformanilide), O (water). RXN SMILES: S(Cl)([Cl:4])(=O)=O.[C:6]([C:9]1[CH:18]=[CH:17][CH:16]=[CH:15][C:10]=1[N:11]([CH3:14])[CH:12]=[O:13])(=[O:8])[CH3:7].O>ClCCl>[Cl:4][CH2:7][C:6]([C:9]1[CH:18]=[CH:17][CH:16]=[CH:15][C:10]=1[N:11]([CH3:14])[CH:12]=[O:13])=[O:8]. Run at time 2 hour. The solvent is ClCCl (dichloromethane). Procedure details: A solution of sulphuryl chloride (119 ml) in dichloromethane (168 ml) was added dropwise to the o solution of 2'-acetyl-N-methylformanilide at 0° under a nitrogen atmosphere. The mixture was stirred for 2 hours at 0° and then cold (5°) water (488 ml) was added dropwise over a period of 1 hour. The dichloromethane layer was separated and dried over magnesium sulphate to give a solution of 2'-(2-chloroacetyl)-N-methylformanilide. Product: ClCC(=O)C1=C(N(C=O)C)C=CC=C1 (2'-(2-chloroacetyl)-N-methylformanilide). Reactants: CCOC(=O)CN(Cc1cccc([N+](=O)[O-])c1)C(=O)C(NC(=O)c1ccccc1)C(C)C, CO. Product: CCOC(=O)CN(Cc1cccc(N)c1)C(=O)C(NC(=O)c1ccccc1)C(C)C. RXN SMILES: [CH2:1]([CH3:2])[O:3][C:4]([CH2:5][N:6]([CH2:7][c:8]1[cH:9][c:10]([N+:14]([O-:15])=[O:16])[cH:11][cH:12][cH:13]1)[C:17]([CH:18]([CH:19]([CH3:20])[CH3:21])[NH:22][C:23]([c:24]1[cH:25][cH:26][cH:27][cH:28][cH:29]1)=[O:30])=[O:31])=[O:32].[CH3:33][OH:34]>>[CH2:1]([CH3:2])[O:3][C:4]([CH2:5][N:6]([CH2:7][c:8]1[cH:9][c:10]([NH2:14])[cH:11][cH:12][cH:13]1)[C:17]([CH:18]([CH:19]([CH3:20])[CH3:21])[NH:22][C:23]([c:24]1[cH:25][cH:26][cH:27][cH:28][cH:29]1)=[O:30])=[O:31])=[O:32]. Reactants: CC[SiH](CC)C(C)(C)CC, CCC(C)(Cl)CC, Cl[SiH](Cl)Cl, [Mg]. The product is CC[SiH](CC)C(C)(CC)CC. RXN SMILES: [C:1]([CH3:2])([CH3:3])([CH2:4][CH3:5])[SiH:6]([CH2:7][CH3:8])[CH2:9][CH3:10].[Cl:12][C:13]([CH3:14])([CH2:15][CH3:16])[CH2:17][CH3:18].[Cl:19][SiH:20]([Cl:21])[Cl:22].[Mg:11]>>[C:1]([CH2:2][CH3:13])([CH3:3])([CH2:4][CH3:5])[SiH:6]([CH2:7][CH3:8])[CH2:9][CH3:10]. Reactants: Cn1cc(C(=O)C(=O)O)c2ccccc21, CC(=O)O, C(=NC1CCCCC1)=NC1CCCCC1, Oc1c(F)c(F)c(F)c(F)c1F, C1CCOC1. Product: Cn1cc(C(=O)C(=O)Oc2c(F)c(F)c(F)c(F)c2F)c2ccccc21. Reaction SMILES: [CH3:16][n:17]1[cH:18][c:19]([C:26]([C:27](=[O:28])[OH:29])=[O:30])[c:20]2[cH:21][cH:22][cH:23][cH:24][c:25]12.[CH3:43][C:44](=[O:45])[OH:46].[CH:1]1([N:2]=[C:3]=[N:4][CH:5]2[CH2:6][CH2:7][CH2:8][CH2:9][CH2:10]2)[CH2:11][CH2:12][CH2:13][CH2:14][CH2:15]1.[F:31][c:32]1[c:33]([F:42])[c:34]([F:41])[c:35]([F:40])[c:36]([F:39])[c:37]1[OH:38].[O:47]1[CH2:48][CH2:49][CH2:50][CH2:51]1>>[CH3:16][n:17]1[cH:18][c:19]([C:26]([C:27](=[O:28])[O:29][c:37]2[c:32]([F:31])[c:33]([F:42])[c:34]([F:41])[c:35]([F:40])[c:36]2[F:39])=[O:30])[c:20]2[cH:21][cH:22][cH:23][cH:24][c:25]12.